The task is: describe an organic reaction: reactants, conditions, products, and yield. This data is from the Open Reaction Database (ORD), a public repository of structured organic reaction records. The reactants are FC1=C(C(=O)NC2=C(C3=C(C(OC3(C)C)(C)C)S2)C(=O)O)C(=CC=C1)C(F)(F)F (2-{[2-fluoro-6-(trifluoromethyl)benzoyl]amino}-4,4,6,6-tetramethyl-4,6-dihydrothieno[2,3-c]furan-3-carboxylic acid), C(CC)N (propylamine). Product: FC1=C(C(=O)NC2=C(C3=C(C(OC3(C)C)(C)C)S2)C(=O)NCCC)C(=CC=C1)C(F)(F)F (2-{[2-fluoro-6-(trifluoromethyl)benzoyl]amino}-4,4,6,6-tetramethyl-N-propyl-4,6-dihydrothieno[2,3-c]furan-3-carboxamide). As a reaction SMILES: [F:1][C:2]1[CH:25]=[CH:24][CH:23]=[C:22]([C:26]([F:29])([F:28])[F:27])[C:3]=1[C:4]([NH:6][C:7]1[S:18][C:10]2[C:11]([CH3:17])([CH3:16])[O:12][C:13]([CH3:15])([CH3:14])[C:9]=2[C:8]=1[C:19]([OH:21])=O)=[O:5].[CH2:30]([NH2:33])[CH2:31][CH3:32]>>[F:1][C:2]1[CH:25]=[CH:24][CH:23]=[C:22]([C:26]([F:28])([F:29])[F:27])[C:3]=1[C:4]([NH:6][C:7]1[S:18][C:10]2[C:11]([CH3:17])([CH3:16])[O:12][C:13]([CH3:14])([CH3:15])[C:9]=2[C:8]=1[C:19]([NH:33][CH2:30][CH2:31][CH3:32])=[O:21])=[O:5]. Procedure: The title compound was prepared from the product of Example 45A and propylamine using the procedure described in Example 2B. 1H NMR (DMSO-d6, 300 MHz) δ 0.85 (t, J=7.3 Hz, 3H), 1.42-1.49 (m, 2H), 1.44 (s, 6H), 1.48 (s, 6H), 3.08-3.14 (m, 2H), 7.67-7.8 (m, 3H), 8.05 (t, J=5.4 Hz, 1H), 11.54 (br s, 1H). MS (ESI+) m/z 473 (M+H)+. Anal. calcd. for C22H24F4N2O3S: C, 55.92; H, 5.12; N, 5.93. Found: C, 55.39; H, 4.65; N, 5.69. Reactants: CC(=O)OCC1OC(SCC=Cc2ccccc2)C(OC(C)=O)C(OC(C)=O)C1OC(C)=O, CCOC(C)=O, CC(=O)O. Yields the product CC(=O)OCC1OC(SCCCc2ccccc2)C(OC(C)=O)C(OC(C)=O)C1OC(C)=O. As a reaction SMILES: [C:1]([CH3:2])(=[O:3])[O:4][CH:5]1[CH:6]([S:7][CH2:8][CH:9]=[CH:10][c:11]2[cH:12][cH:13][cH:14][cH:15][cH:16]2)[O:17][CH:18]([CH2:29][O:30][C:31]([CH3:32])=[O:33])[CH:19]([O:25][C:26]([CH3:27])=[O:28])[CH:20]1[O:21][C:22]([CH3:23])=[O:24].[CH3:34][CH2:35][O:36][C:37](=[O:38])[CH3:39].[CH3:40][C:41](=[O:42])[OH:43]>>[C:1]([CH3:2])(=[O:3])[O:4][CH:5]1[CH:6]([S:7][CH2:8][CH2:9][CH2:10][c:11]2[cH:12][cH:13][cH:14][cH:15][cH:16]2)[O:17][CH:18]([CH2:29][O:30][C:31]([CH3:32])=[O:33])[CH:19]([O:25][C:26]([CH3:27])=[O:28])[CH:20]1[O:21][C:22]([CH3:23])=[O:24].